describe an organic reaction: reactants, conditions, products, and yield From a dataset of the Open Reaction Database (ORD), a public repository of structured organic reaction records. Reactants: C([O-])([O-])=O.[Na+].[Na+] (sodium carbonate), ClC1=NC=2N(C=C1C1=CC=CC=C1)N=C(C2)C (5-chloro-2-methyl-6-phenylpyrazolo[1,5-a]pyrimidine), C(=O)C1=CC=C(C=C1)B(O)O (4-formylphenylboronic acid). The reagents and catalysts are C1=CC=C(C=C1)P([C-]2C=CC=C2)C3=CC=CC=C3.C1=CC=C(C=C1)P([C-]2C=CC=C2)C3=CC=CC=C3.Cl[Pd]Cl.[Fe+2] (dichloro[1,1′-bis(diphenylphosphino)ferrocene]palladium). Solvent: O (water), ClCCl (dichloromethane), COCCOC (1,2-dimethoxyethane). Conditions: temperature 100 celsius. The product is CC1=NN2C(N=C(C(=C2)C2=CC=CC=C2)C2=CC=C(C=O)C=C2)=C1 (4-(2-Methyl-6-phenylpyrazolo[1,5-a]pyrimidin-5-yl)benzaldehyde). Reaction SMILES: Cl[C:2]1[C:7]([C:8]2[CH:13]=[CH:12][CH:11]=[CH:10][CH:9]=2)=[CH:6][N:5]2[N:14]=[C:15]([CH3:17])[CH:16]=[C:4]2[N:3]=1.[CH:18]([C:20]1[CH:25]=[CH:24][C:23](B(O)O)=[CH:22][CH:21]=1)=[O:19].C(=O)([O-])[O-].[Na+].[Na+]>COCCOC.O.ClCCl.C1C=CC(P(C2C=CC=CC=2)[C-]2C=CC=C2)=CC=1.C1C=CC(P(C2C=CC=CC=2)[C-]2C=CC=C2)=CC=1.Cl[Pd]Cl.[Fe+2]>[CH3:17][C:15]1[CH:16]=[C:4]2[N:3]=[C:2]([C:23]3[CH:24]=[CH:25][C:20]([CH:18]=[O:19])=[CH:21][CH:22]=3)[C:7]([C:8]3[CH:13]=[CH:12][CH:11]=[CH:10][CH:9]=3)=[CH:6][N:5]2[N:14]=1 |f:2.3.4,8.9.10.11|. Reported procedure: To a mixture of 1.35 g of 5-chloro-2-methyl-6-phenylpyrazolo[1,5-a]pyrimidine and 1.04 g 4-formylphenylboronic acid in 20 ml 1,2-dimethoxyethane are added 10.8 ml of a 10% w/w sodium carbonate solution and 120 mg dichloro[1,1′-bis(diphenylphosphino)ferrocene]palladium (II). The resulting mixture is heated to 100° C. by microwave irradiation under an inert gas atmosphere for 75 min. The work up is performed by diluting the reaction mixture with water and dichloromethane, separating the phases and... Starting materials: COC[C@@H]1[C@H]([C@H](C(OC(C)=O)O1)OC(C)=O)OC(C)=O (5-O-Methyl-1,2,3-tri-O-acetyl-D-ribofuranose), ClC1=NC(=C2NC=NC2=N1)Cl (2,6-dichloropurine), p-toluene sulfuric acid. Run in C(Cl)(Cl)Cl (chloroform). Run at temperature 140 celsius, time 0.5 hour. The product is C(C)(=O)O[C@H]1[C@@H](O[C@@H]([C@H]1OC(C)=O)COC)N1C2=NC(=NC(=C2N=C1)Cl)Cl (9-(2',3'-di-O-acetyl-5'-O-methyl-β-D-ribofuranosyl)-2,6-dichloro-9H-purine). Isolated yield 14.0%. Reaction SMILES: [CH3:1][O:2][CH2:3][C@H:4]1[O:12][CH:7](OC(=O)C)[C@H:6]([O:13][C:14](=[O:16])[CH3:15])[C@@H:5]1[O:17][C:18](=[O:20])[CH3:19].[Cl:21][C:22]1[N:30]=[C:29]2[C:25]([NH:26][CH:27]=[N:28]2)=[C:24]([Cl:31])[N:23]=1>C(Cl)(Cl)Cl>[C:14]([O:13][C@@H:6]1[C@H:5]([O:17][C:18](=[O:20])[CH3:19])[C@@H:4]([CH2:3][O:2][CH3:1])[O:12][C@H:7]1[N:28]1[CH:27]=[N:26][C:25]2[C:29]1=[N:30][C:22]([Cl:21])=[N:23][C:24]=2[Cl:31])(=[O:16])[CH3:15]. Procedure details: 5-O-Methyl-1,2,3-tri-O-acetyl-D-ribofuranose (5.0 g, 17 mmol) and 2,6-dichloropurine (3.3 g, 17 mmol) were thoroughly mixed. A catalytic amount of p-toluene sulfuric acid (50 mg) was added and the reaction mixture was heated to 140° C. at which point a homogeneous melt was obtained. The fusion was continued at 140° C. under oil pump vacuum for 0.5 h. The reaction mixture was dissolved in chloroform (200 ml) and washed with aqueous sodium bicarbonate (3×50 ml) and water (2×50 ml). The organic pha...